Dataset: the Open Reaction Database (ORD), a public repository of structured organic reaction records. Task: describe an organic reaction: reactants, conditions, products, and yield Starting materials: COCCOC, CCOC(=O)c1cc2c(=O)[nH]c(-c3ccc(Cl)cc3Cl)cn2n1, Cl, [Na+], [OH-], O. Product: O=C(O)c1cc2c(=O)[nH]c(-c3ccc(Cl)cc3Cl)cn2n1. As a reaction SMILES: [CH3:28][O:29][CH2:30][CH2:31][O:32][CH3:33].[Cl:1][c:2]1[c:3](-[c:9]2[nH:10][c:11](=[O:23])[c:12]3[n:13]([cH:14]2)[n:15][c:16]([C:18](=[O:19])[O:20][CH2:21][CH3:22])[cH:17]3)[cH:4][cH:5][c:6]([Cl:8])[cH:7]1.[ClH:27].[Na+:25].[OH-:24].[OH2:26]>>[Cl:1][c:2]1[c:3](-[c:9]2[nH:10][c:11](=[O:23])[c:12]3[n:13]([cH:14]2)[n:15][c:16]([C:18](=[O:19])[OH:20])[cH:17]3)[cH:4][cH:5][c:6]([Cl:8])[cH:7]1. The reactants are COc1ccc(Br)c(OC)c1, CC(C)C(=O)c1ccc(C(C)C)cc1. Product: COc1ccc(C(O)(c2ccc(C(C)C)cc2)C(C)C)c(OC)c1. As a reaction SMILES: [Br:1][c:2]1[c:3]([O:10][CH3:11])[cH:4][c:5]([O:8][CH3:9])[cH:6][cH:7]1.[CH:12]([CH3:13])([CH3:14])[c:15]1[cH:16][cH:17][c:18]([C:21]([CH:22]([CH3:23])[CH3:24])=[O:25])[cH:19][cH:20]1>>[c:2]1([C:21]([c:18]2[cH:17][cH:16][c:15]([CH:12]([CH3:13])[CH3:14])[cH:20][cH:19]2)([CH:22]([CH3:23])[CH3:24])[OH:25])[c:3]([O:10][CH3:11])[cH:4][c:5]([O:8][CH3:9])[cH:6][cH:7]1.